From a dataset of the Open Reaction Database (ORD), a public repository of structured organic reaction records. describe an organic reaction: reactants, conditions, products, and yield Starting materials: C(CCC)[Li] (n-Butyllithium), BrC=1C=NC(=NC1)I (5-Bromo-2-iodopyrimidine), O1CC(CC1)=O (oxolan-3-one). Run in O (water), C1(=CC=CC=C1)C (toluene). Reaction conditions: temperature -78 celsius, time 30 minute. The product is BrC=1C=NC(=NC1)C1(COCC1)O (3-(5-Bromopyrimidin-2-yl)oxolan-3-ol). Yield: 25.0%. As a reaction SMILES: [Br:1][C:2]1[CH:3]=[N:4][C:5](I)=[N:6][CH:7]=1.C([Li])CCC.[O:14]1[CH2:18][CH2:17][C:16](=[O:19])[CH2:15]1>C1(C)C=CC=CC=1.O>[Br:1][C:2]1[CH:3]=[N:4][C:5]([C:16]2([OH:19])[CH2:17][CH2:18][O:14][CH2:15]2)=[N:6][CH:7]=1. Reported procedure: 5-Bromo-2-iodopyrimidine (10 g, 35.1 mmol) was dissolved in dry toluene (100 mL) and cooled to −78° C. under N2. n-Butyllithium (2.5M solution in hexanes, 14.7 mL) was added dropwise and the reaction mixture was aged for 30 minutes prior to dropwise addition of oxolan-3-one (2.97 mL, 38.6 mmol). The reaction mixture was stirred at −78° C. for 30 minutes, then allowed to warm to room temperature for 1 h. The reaction mixture was diluted with water (200 mL) and extracted with ethyl acetate (3×200 ... The reactants are N1C(=NC2=C1C=CC=C2)C2=NNC1=CC=C(C=C21)I (3-(1H-benzimidazol-2-yl)-5-iodo-1H-indazole), C(=O)[O-].[Na+] (sodium formate). Reagents/catalysts: Cl[Pd]([P](C1=CC=CC=C1)(C2=CC=CC=C2)C3=CC=CC=C3)([P](C4=CC=CC=C4)(C5=CC=CC=C5)C6=CC=CC=C6)Cl (Pd(PPh3)2Cl2). Run in CN(C)C=O (DMF), CCOC(=O)C (EtOAc). Run at temperature 90 celsius. Yields the product N1C(=NC2=C1C=CC=C2)C2=NNC1=CC=C(C=C21)C=O (3-(1H-benzimidazol-2-yl)-1H-indazole-5-carboxaldehyde). The yield is 37.0%. RXN SMILES: [NH:1]1[C:5]2[CH:6]=[CH:7][CH:8]=[CH:9][C:4]=2[N:3]=[C:2]1[C:10]1[C:18]2[C:13](=[CH:14][CH:15]=[C:16](I)[CH:17]=2)[NH:12][N:11]=1.[CH:20]([O-])=[O:21].[Na+]>CN(C=O)C.CCOC(C)=O.Cl[Pd](Cl)([P](C1C=CC=CC=1)(C1C=CC=CC=1)C1C=CC=CC=1)[P](C1C=CC=CC=1)(C1C=CC=CC=1)C1C=CC=CC=1>[NH:1]1[C:5]2[CH:6]=[CH:7][CH:8]=[CH:9][C:4]=2[N:3]=[C:2]1[C:10]1[C:18]2[C:13](=[CH:14][CH:15]=[C:16]([CH:20]=[O:21])[CH:17]=2)[NH:12][N:11]=1 |f:1.2,^1:37,56|. Procedure details: 3-(1H-benzimidazol-2-yl)-5-iodo-1H-indazole (500 mg, 1.39 mmol) was dissolved in DMF (5 mL), then Pd(PPh3)2Cl2 (24 mg, 0.034 mmol) and sodium formate (142 mg, 2.1 mmol) were added. The reaction mixture was put under vacuum and recharged with CO three times, then heated up to 90° C. for 4 hr. The mixture was diluted with EtOAc, washed with brine, dried and concentrated. The crude product was purified by flash chromatography to afford 3-(1H-benzimidazol-2-yl)-1H-indazole-5-carboxaldehyde (135 mg, ... Reactants: CCOC(C)=O, CCOC(=O)c1n[nH]c(-c2cccs2)c1Cl, CCCCCC, O=C(CCl)N1CCN(c2ccc(F)cc2)CC1, [K+], [K+], O=C([O-])[O-], CN(C)C=O. Yields the product CCOC(=O)c1nn(CC(=O)N2CCN(c3ccc(F)cc3)CC2)c(-c2cccs2)c1Cl. RXN SMILES: [C:45]([O:46][CH2:47][CH3:48])(=[O:49])[CH3:50].[CH2:1]([CH3:2])[O:3][C:4](=[O:5])[c:6]1[c:7]([Cl:16])[c:8](-[c:11]2[s:12][cH:13][cH:14][cH:15]2)[nH:9][n:10]1.[CH3:51][CH2:52][CH2:53][CH2:54][CH2:55][CH3:56].[Cl:23][CH2:24][C:25](=[O:26])[N:27]1[CH2:28][CH2:29][N:30]([c:33]2[cH:34][cH:35][c:36]([F:39])[cH:37][cH:38]2)[CH2:31][CH2:32]1.[K+:17].[K+:18].[O-:19][C:20]([O-:21])=[O:22].[O:40]=[CH:41][N:42]([CH3:43])[CH3:44]>>[CH2:1]([CH3:2])[O:3][C:4](=[O:5])[c:6]1[c:7]([Cl:16])[c:8](-[c:11]2[s:12][cH:13][cH:14][cH:15]2)[n:9]([CH2:24][C:25](=[O:26])[N:27]2[CH2:28][CH2:29][N:30]([c:33]3[cH:34][cH:35][c:36]([F:39])[cH:37][cH:38]3)[CH2:31][CH2:32]2)[n:10]1. The reactants are O1C=NC(=C1)CN (oxazol-4-ylmethanamine), NC[C@H](O)C1=CC=CC=C1 ((R)-2-amino-1-phenylethanol), FC1=CC=C(CN2C(N(CC2)C=2C=C(C(=O)O)C=CN2)=O)C=C1 (2-(3-(4-fluorobenzyl)-2-oxoimidazolidin-1-yl)isonicotinic acid). The product is FC1=CC=C(CN2C(N(CC2)C=2C=C(C(=O)NC[C@@H](C3=CC=CC=C3)O)C=CN2)=O)C=C1 ((R)-2-(3-(4-fluorobenzyl)-2-oxoimidazolidin-1-yl)-N-(2-hydroxy-2-phenylethyl)isonicotinamide). Isolated yield 49.0%. Reaction SMILES: O1C=C(CN)N=C1.[NH2:8][CH2:9][C@@H:10]([C:12]1[CH:17]=[CH:16][CH:15]=[CH:14][CH:13]=1)[OH:11].[F:18][C:19]1[CH:40]=[CH:39][C:22]([CH2:23][N:24]2[CH2:28][CH2:27][N:26]([C:29]3[CH:30]=[C:31]([CH:35]=[CH:36][N:37]=3)[C:32](O)=[O:33])[C:25]2=[O:38])=[CH:21][CH:20]=1>>[F:18][C:19]1[CH:20]=[CH:21][C:22]([CH2:23][N:24]2[CH2:28][CH2:27][N:26]([C:29]3[CH:30]=[C:31]([CH:35]=[CH:36][N:37]=3)[C:32]([NH:8][CH2:9][C@H:10]([OH:11])[C:12]3[CH:17]=[CH:16][CH:15]=[CH:14][CH:13]=3)=[O:33])[C:25]2=[O:38])=[CH:39][CH:40]=1. Procedure details: Following the procedure as described in Example 14, making variations as required to replace oxazol-4-ylmethanamine with (R)-2-amino-1-phenylethanol to react with 2-(3-(4-fluorobenzyl)-2-oxoimidazolidin-1-yl)isonicotinic acid, (R)-2-(3-(4-fluorobenzyl)-2-oxoimidazolidin-1-yl)-N-(2-hydroxy-2-phenylethyl)isonicotinamide was obtained as a colorless solid in 49% yield: mp 97-99° C.; 1H NMR (300 MHz, CDCl3) δ 8.49 (s, 1H), 8.32 (d, J=5.4 Hz, 1H), 7.65 (br s, 1H), 7.39-7.16 (m, 8H), 7.02-6.96 (m, 2H),... The reactants are C(C)(C)(C)OC(NC1=C(C=C(C=C1)C#CC1=CC=C(C=C1)F)NC(CC(C1=CC(=CC=C1)N1N=NC=C1)=O)=O)=O ({4-(4-fluoro-phenylethynyl)-2-[3-oxo-3-(3-[1,2,3]triazol-1-yl-phenyl)-propionylamino]-phenyl}-carbamic acid tert.-butyl ester), C(=O)(C(F)(F)F)O (TFA). The solvent is C(Cl)Cl (CH2Cl2). Yields the product FC1=CC=C(C=C1)C#CC=1C=CC2=C(NC(CC(=N2)C2=CC(=CC=C2)N2N=NC=C2)=O)C1 (8-(4-Fluoro-phenylethynyl)-4-(3-[1,2,3]triazol-1-yl-phenyl)-1,3-dihydro-benzo[b][1,4]diazepin-2-one). Reaction SMILES: C(OC(=O)[NH:7][C:8]1[CH:13]=[CH:12][C:11]([C:14]#[C:15][C:16]2[CH:21]=[CH:20][C:19]([F:22])=[CH:18][CH:17]=2)=[CH:10][C:9]=1[NH:23][C:24](=[O:39])[CH2:25][C:26](=O)[C:27]1[CH:32]=[CH:31][CH:30]=[C:29]([N:33]2[CH:37]=[CH:36][N:35]=[N:34]2)[CH:28]=1)(C)(C)C.C(O)(C(F)(F)F)=O>C(Cl)Cl>[F:22][C:19]1[CH:18]=[CH:17][C:16]([C:15]#[C:14][C:11]2[CH:12]=[CH:13][C:8]3[N:7]=[C:26]([C:27]4[CH:32]=[CH:31][CH:30]=[C:29]([N:33]5[CH:37]=[CH:36][N:35]=[N:34]5)[CH:28]=4)[CH2:25][C:24](=[O:39])[NH:23][C:9]=3[CH:10]=2)=[CH:21][CH:20]=1. Procedure: Prepared from {4-(4-fluoro-phenylethynyl)-2-[3-oxo-3-(3-[1,2,3]triazol-1-yl-phenyl)-propionylamino]-phenyl}-carbamic acid tert.-butyl ester (Example K82) by treatment with TFA in CH2Cl2 according to the general procedure M. Obtained as a light yellow solid (53 mg). The reactants are CC(=O)CN1CCN(C(=O)OCc2ccccc2)CC1, CCO. Yields the product CC(=O)CN1CCNCC1. Reaction SMILES: [C:1]([CH3:2])(=[O:3])[CH2:4][N:5]1[CH2:6][CH2:7][N:8]([C:11]([O:12][CH2:13][c:14]2[cH:15][cH:16][cH:17][cH:18][cH:19]2)=[O:20])[CH2:9][CH2:10]1.[CH3:21][CH2:22][OH:23]>>[C:1]([CH3:2])(=[O:3])[CH2:4][N:5]1[CH2:6][CH2:7][NH:8][CH2:9][CH2:10]1. Product: CS(=O)(=O)c1ccc(C(CC2CCC2)C(=O)O)cc1Cl. Reactants: CO, CSc1ccc(C(CC2CCC2)C(=O)O)cc1Cl, [O-][I+3]([O-])([O-])[O-], [K+], O=[Mn](=O)(=O)[O-], [Na+], O. Reaction SMILES: [CH3:32][OH:33].[Cl:7][c:8]1[cH:9][c:10]([CH:16]([C:17](=[O:18])[OH:19])[CH2:20][CH:21]2[CH2:22][CH2:23][CH2:24]2)[cH:11][cH:12][c:13]1[S:14][CH3:15].[I+3:1]([O-:2])([O-:3])([O-:4])[O-:5].[K+:30].[Mn:25](=[O:26])([O-:27])(=[O:28])=[O:29].[Na+:6].[OH2:31]>>[Cl:7][c:8]1[cH:9][c:10]([CH:16]([C:17](=[O:18])[OH:19])[CH2:20][CH:21]2[CH2:22][CH2:23][CH2:24]2)[cH:11][cH:12][c:13]1[S:14]([CH3:15])(=[O:26])=[O:31].